Task: describe an organic reaction: reactants, conditions, products, and yield. Dataset: the Open Reaction Database (ORD), a public repository of structured organic reaction records Starting materials: C(C1=CC=CC=C1)N(C(C)=O)C1=CC=CC=C1 (N-benzyl-N-phenyl-acetamide), P(=O)(Cl)(Cl)Cl (phosphoryl chloride), NC1=C(N=CN1)C#N (5-Aminoimidazole-4-carbonitrile). Solvent: C(C)#N (acetonitrile). The product is C1(=CC=CC=C1)N(CC1=CC=CC=C1)C(C)=NC1=C(N=CN1)C#N (5-[1-(N-phenyl-N-benzylamino)ethylideneamino]-imidazole-4-carbonitrile). Reaction SMILES: [NH2:1][C:2]1[NH:6][CH:5]=[N:4][C:3]=1[C:7]#[N:8].[CH2:9]([N:16]([C:20]1[CH:25]=[CH:24][CH:23]=[CH:22][CH:21]=1)[C:17](=O)[CH3:18])[C:10]1[CH:15]=[CH:14][CH:13]=[CH:12][CH:11]=1.P(Cl)(Cl)(Cl)=O>C(#N)C>[C:20]1([N:16]([C:17](=[N:1][C:2]2[NH:6][CH:5]=[N:4][C:3]=2[C:7]#[N:8])[CH3:18])[CH2:9][C:10]2[CH:11]=[CH:12][CH:13]=[CH:14][CH:15]=2)[CH:21]=[CH:22][CH:23]=[CH:24][CH:25]=1. Procedure details: 5-Aminoimidazole-4-carbonitrile is condensed with N-benzyl-N-phenyl-acetamide in the presence of phosphoryl chloride in acetonitrile at room temperature to yield 5-[1-(N-phenyl-N-benzylamino)ethylideneamino]-imidazole-4-carbonitrile. Such is cyclized with sodium hydride in dioxane to yield 7-amino-N-phenyl-N-benzyl-3H-imidazo[4,5-b]pyridine-5-amine. Hydrogenolysis in ethanol with palladium on charcoal yields 7-amino-N-phenyl-3H-imidazo[4,5-b]pyridine-5-amine. The reactants are O(C1=CC=CC=C1)C1=C(C=CC=C1)CC(=O)N ((2-phenoxyphenyl)acetamide), C(C)OC(CBr)OCC (bromoacetaldehyde diethyl acetal). Run in CN(C)C=O (DMF), O (water). The product is O(C1=CC=CC=C1)C1=C(C=CC=C1)CC=1OC=CN1 (2-(2-phenoxyphenylmethyl)oxazole). The yield is 41.0%. Reaction SMILES: [O:1]([C:8]1[CH:13]=[CH:12][CH:11]=[CH:10][C:9]=1[CH2:14][C:15]([NH2:17])=[O:16])[C:2]1[CH:7]=[CH:6][CH:5]=[CH:4][CH:3]=1.[CH2:18](OC(OCC)CBr)[CH3:19]>CN(C=O)C.O>[O:1]([C:8]1[CH:13]=[CH:12][CH:11]=[CH:10][C:9]=1[CH2:14][C:15]1[O:16][CH:18]=[CH:19][N:17]=1)[C:2]1[CH:3]=[CH:4][CH:5]=[CH:6][CH:7]=1. Procedure: A mixture of (2-phenoxyphenyl)acetamide (3.9 g) and bromoacetaldehyde diethyl acetal (3.1 ml) in DMF (100 ml) was heated for 2 hours. After cooling, the resulting mixture was diluted with water and extracted with ether. The extracts were washed with water then dried, concentrated and chromatographed using ethyl acetate: hexane (50:50) as eluant to give 2-(2-phenoxyphenylmethyl)oxazole (1.77 g, 41%) as a brown oil, 1H NMR (CDCl3): delta 4.20 (2H,s), 7.01 (1H,s) and 7.54 (1H,s) ppm.